This data is from the Open Reaction Database (ORD), a public repository of structured organic reaction records. The task is: describe an organic reaction: reactants, conditions, products, and yield Reactants: CC=1C=C(NC2=NC=CC=C2)C=CC1 (3-methyl-N-(2-pyridyl)aniline), [N+](=O)(O)[O-] (Nitric acid). Reaction conditions: time 40 hour. The product is CC=1C=CC(=C(NC2=NC=CC=C2)C1)[N+](=O)[O-] (5-Methyl-2-nitro-N-(2-pyridyl)aniline). The yield is 18.0%. As a reaction SMILES: [CH3:1][C:2]1[CH:3]=[C:4]([CH:12]=[CH:13][CH:14]=1)[NH:5][C:6]1[CH:11]=[CH:10][CH:9]=[CH:8][N:7]=1.[N+:15]([O-])([OH:17])=[O:16]>>[CH3:1][C:2]1[CH:14]=[CH:13][C:12]([N+:15]([O-:17])=[O:16])=[C:4]([CH:3]=1)[NH:5][C:6]1[CH:11]=[CH:10][CH:9]=[CH:8][N:7]=1. Reported procedure: Nitric acid (100 ml) and 3-methyl-N-(2-pyridyl)aniline (Hirota, M.; Kobayashi, K. Bull Chem. Soc. Jpn. 1981, 54, 1583) (16.8 g, 91.2 mmol) was mixed with ice cooling, the ice bath was removed and the reaction mixture was stirred for 40 h at room temperature. The reaction mixture was poured into saturated aqueous sodium bicarbonate solution (200 ml), the aqueous mixture was basified with the addition of potassium carbonate and the resulting basic solution was extracted with ethyl acetate (500 ml)...